Dataset: the Open Reaction Database (ORD), a public repository of structured organic reaction records. Task: describe an organic reaction: reactants, conditions, products, and yield The reactants are [Br-], O=C(O)c1cc(Br)ccc1OCC(F)(F)F, CC(C)(C)[O-], Cl, [Na+], CN(C)C=O, O, OCC(F)(F)F. Yields the product O=C(O)c1cc(OCC(F)(F)F)ccc1OCC(F)(F)F. Reaction SMILES: [Br-:29].[Br:13][c:14]1[cH:15][cH:16][c:17]([O:23][CH2:24][C:25]([F:26])([F:27])[F:28])[c:18]([C:19](=[O:20])[OH:21])[cH:22]1.[CH3:7][C:8]([CH3:9])([O-:10])[CH3:11].[ClH:30].[Na+:12].[O:32]=[CH:33][N:34]([CH3:35])[CH3:36].[OH2:31].[OH:1][CH2:2][C:3]([F:4])([F:5])[F:6]>>[O:1]([CH2:2][C:3]([F:4])([F:5])[F:6])[c:14]1[cH:15][cH:16][c:17]([O:23][CH2:24][C:25]([F:26])([F:27])[F:28])[c:18]([C:19](=[O:20])[OH:21])[cH:22]1. The reactants are [OH-].[Na+] (sodium hydroxide), FC(C=1C=C(CN(C2=NC=C(C=N2)C(=O)NCCCC(=O)OCC)CC2=C(C=CC(=C2)C(F)(F)F)C2=C(C=CC(=C2)C(C)C)OC)C=C(C1)C(F)(F)F)(F)F (Ethyl 4-({2-[(3,5-bis-trifluoromethyl-benzyl)-(5′-isopropyl-2′-methoxy-4-trifluoromethyl-biphenyl-2-ylmethyl)-amino]-pyrimidine-5-carbonyl}-amino)-butyrate), Cl (hydrochloric acid). Run in C(C)O (ethanol). Reaction conditions: time 1 hour. Yields the product FC(C=1C=C(CN(C2=NC=C(C=N2)C(=O)NCCCC(=O)O)CC2=C(C=CC(=C2)C(F)(F)F)C2=C(C=CC(=C2)C(C)C)OC)C=C(C1)C(F)(F)F)(F)F (4-({2-[(3,5-bis-trifluoromethyl-benzyl)-(5′-isopropyl-2′-methoxy-4-trifluoromethyl-biphenyl-2-ylmethyl)-amino]-pyrimidine-5-carbonyl}-amino)-butyric acid). Isolated yield 99.2%. Reaction SMILES: [F:1][C:2]([F:55])([F:54])[C:3]1[CH:4]=[C:5]([CH:47]=[C:48]([C:50]([F:53])([F:52])[F:51])[CH:49]=1)[CH2:6][N:7]([CH2:25][C:26]1[CH:31]=[C:30]([C:32]([F:35])([F:34])[F:33])[CH:29]=[CH:28][C:27]=1[C:36]1[CH:41]=[C:40]([CH:42]([CH3:44])[CH3:43])[CH:39]=[CH:38][C:37]=1[O:45][CH3:46])[C:8]1[N:13]=[CH:12][C:11]([C:14]([NH:16][CH2:17][CH2:18][CH2:19][C:20]([O:22]CC)=[O:21])=[O:15])=[CH:10][N:9]=1.[OH-].[Na+].Cl>C(O)C>[F:55][C:2]([F:1])([F:54])[C:3]1[CH:4]=[C:5]([CH:47]=[C:48]([C:50]([F:51])([F:52])[F:53])[CH:49]=1)[CH2:6][N:7]([CH2:25][C:26]1[CH:31]=[C:30]([C:32]([F:35])([F:34])[F:33])[CH:29]=[CH:28][C:27]=1[C:36]1[CH:41]=[C:40]([CH:42]([CH3:44])[CH3:43])[CH:39]=[CH:38][C:37]=1[O:45][CH3:46])[C:8]1[N:9]=[CH:10][C:11]([C:14]([NH:16][CH2:17][CH2:18][CH2:19][C:20]([OH:22])=[O:21])=[O:15])=[CH:12][N:13]=1 |f:1.2|. Procedure details: Ethyl 4-({2-[(3,5-bis-trifluoromethyl-benzyl)-(5′-isopropyl-2′-methoxy-4-trifluoromethyl-biphenyl-2-ylmethyl)-amino]-pyrimidine-5-carbonyl}-amino)-butyrate (230 mg) is dissolved in ethanol (5 ml) and thereto is added a 2M-aqueous sodium hydroxide solution (1 ml) and the mixture is stirred at room temperature for 1 hour and a half. To reaction mixture is added a 2N-hydrochloric acid and the mixture is extracted with ethyl acetate. The organic layer is washed with a saturated brine, dried over mag... The reactants are O=C(Cl)C(=O)Cl, ClCCl, NC(=O)c1cc(F)c(F)cc1Cl. The product is O=C=NC(=O)c1cc(F)c(F)cc1Cl. Reaction SMILES: [Cl:13][C:14](=[O:15])[C:16]([Cl:17])=[O:18].[Cl:19][CH2:20][Cl:21].[Cl:1][c:2]1[c:3]([C:4](=[O:5])[NH2:6])[cH:7][c:8]([F:12])[c:9]([F:11])[cH:10]1>>[Cl:1][c:2]1[c:3]([C:4](=[O:5])[N:6]=[C:14]=[O:15])[cH:7][c:8]([F:12])[c:9]([F:11])[cH:10]1. The reactants are FC1=CC(=CC=C1)\C=C\C1=CC=C(C=C1)[N+](=O)[O-] ((E)-1-fluoro-3-[2-(4-nitrophenyl)ethenyl]-benzene). The reagents and catalysts are [Pd] (palladium on carbon). The product is FC=1C=C(C=CC1)CCC1=CC=C(C=C1)N (4-[2-(3-fluoro-phenyl)-ethyl]-phenylamine). RXN SMILES: [F:1][C:2]1[CH:7]=[CH:6][CH:5]=[C:4](/[CH:8]=[CH:9]/[C:10]2[CH:15]=[CH:14][C:13]([N+:16]([O-])=O)=[CH:12][CH:11]=2)[CH:3]=1>[Pd]>[F:1][C:2]1[CH:3]=[C:4]([CH2:8][CH2:9][C:10]2[CH:11]=[CH:12][C:13]([NH2:16])=[CH:14][CH:15]=2)[CH:5]=[CH:6][CH:7]=1. Procedure details: In an analogous manner to that described in Example 18b), the hydrogenation of (E)-1-fluoro-3-[2-(4-nitrophenyl)ethenyl]-benzene [Example 18a)] using palladium on carbon (10%) during 5 hours and simultaneous reduction of the double bond yields quantitatively 4-[2-(3-fluoro-phenyl)-ethyl]-phenylamine as a yellow solid. MS: m/e=215 (M)+. Reactants: NC1=CC=CC2=CC=3C4=C(C(N(C(C4=C21)=O)CCN(C)C)=O)C=CC3 (11-amino-2-[2-(dimethylamino)ethyl]-1H-dibenzo[de,h]isoquinoline-1,3(2H)-dione), C(C)N=C=S (ethyl isothiocyanate). The solvent is C(C)#N (acetonitrile). Product: CN(CCN1C(C2=C3C(=CC=4C2=C(C1=O)C=CC4)C=CC=C3NC(=S)NCC)=O)C (1-{2-[2-(dimethylamino)ethyl]-1,3-dioxo-2,3-dihydro-1H-dibenzo[de,h]isoquinolin-11-yl}-3-[ethyl]thiourea), powder. Isolated yield 73.0%. Reaction SMILES: [NH2:1][C:2]1[C:15]2[C:6](=[CH:7][C:8]3[C:9]4[C:14]=2[C:13](=[O:16])[N:12]([CH2:17][CH2:18][N:19]([CH3:21])[CH3:20])[C:11](=[O:22])[C:10]=4[CH:23]=[CH:24][CH:25]=3)[CH:5]=[CH:4][CH:3]=1.[CH2:26]([N:28]=[C:29]=[S:30])[CH3:27]>C(#N)C>[CH3:21][N:19]([CH3:20])[CH2:18][CH2:17][N:12]1[C:11](=[O:22])[C:10]2[CH:23]=[CH:24][CH:25]=[C:8]3[C:9]=2[C:14](=[C:15]2[C:2]([NH:1][C:29]([NH:28][CH2:26][CH3:27])=[S:30])=[CH:3][CH:4]=[CH:5][C:6]2=[CH:7]3)[C:13]1=[O:16]. Reported procedure: 100 mg of 11-amino-2-[2-(dimethylamino)ethyl]-1H-dibenzo[de,h]isoquinoline-1,3(2H)-dione (obtained in example 3) (0.30 mmole) were dissolved in 6 ml of acetonitrile. 52 μl (2 molar equivalents) of ethyl isothiocyanate was added and the reaction mixture was maintained at room temperature for 16 hours. The solvent was then evaporated under reduced pressure and the residue was submitted to a flash chromatography (SiO2, CH2Cl2/MeOH 95/5). 92 mg of the desired product (formula shown hereinabove) were...